From a dataset of the Open Reaction Database (ORD), a public repository of structured organic reaction records. describe an organic reaction: reactants, conditions, products, and yield Reactants: BrC(=CC1=CC(=C(C=C1)C1=CC=C(C=C1)C(=O)OC)OC)Br (methyl 4′-(2,2-dibromovinyl)-2′-methoxy-1,1′-biphenyl-4-carboxylate), CN1CCNCC1 (1-methylpiperazine), bis(tricyclohexylphosphine)palladium chloride, CN(C)C=O (DMF). Run in O (water), C(C)(=O)OCC (ethyl acetate). Yields the product COC1=C(C=CC(=C1)CC(=O)N1CCN(CC1)C)C1=CC=C(C=C1)C(=O)OC (methyl 2′-methoxy-4′-(2-(4-methylpiperazin-1-yl)-2-oxoethyl)-1,1′-biphenyl-4-carboxylate). Reaction SMILES: Br[C:2](Br)=[CH:3][C:4]1[CH:9]=[CH:8][C:7]([C:10]2[CH:15]=[CH:14][C:13]([C:16]([O:18][CH3:19])=[O:17])=[CH:12][CH:11]=2)=[C:6]([O:20][CH3:21])[CH:5]=1.[CH3:23][N:24]1[CH2:29][CH2:28][NH:27][CH2:26][CH2:25]1.CN(C=[O:34])C>O.C(OCC)(=O)C>[CH3:21][O:20][C:6]1[CH:5]=[C:4]([CH2:3][C:2]([N:27]2[CH2:28][CH2:29][N:24]([CH3:23])[CH2:25][CH2:26]2)=[O:34])[CH:9]=[CH:8][C:7]=1[C:10]1[CH:15]=[CH:14][C:13]([C:16]([O:18][CH3:19])=[O:17])=[CH:12][CH:11]=1. Procedure: A mixture of Example 328A (213 mg, 0.5 mmol), 1-methylpiperazine (2.5 mmol), and bis(tricyclohexylphosphine)palladium chloride (0.0025 mmol) in DMF (1.5 mL) and water (0.25 mL) was heated to 80° C. for 8 hours, diluted with ethyl acetate (100 mL), washed with water (45 mL) and brine (10 mL), dried (MgSO4), filtered, and concentrated. The concentrate was purified by flash column chromatography on silical gel with 2-10% methanol/dichloromethane to provide the desired product.